Dataset: the Open Reaction Database (ORD), a public repository of structured organic reaction records. Task: describe an organic reaction: reactants, conditions, products, and yield Starting materials: C(C)(=O)C1=C(C(=C(OCCC2CC3=C(O2)C=CC(=C3)C(CCC(=O)OC)=O)C=C1)CCC)O (Methyl 4-[2-(2-(4-acetyl-3-hydroxy-2-propylphenoxy)ethyl)-2,3-dihydrobenzo[b]furan-5-yl]-4-oxobutyrate). Run in C1CCOC1 (THF), [OH-].[Na+] (NaOH). Run at time 2 hour. The product is C(C)(=O)C1=C(C(=C(OCCC2CC3=C(O2)C=CC(=C3)C(CCC(=O)O)=O)C=C1)CCC)O (4-[2-(2-(4-acetyl-3-hydroxy-2-propylphenoxy)ethyl)-2,3-dihydrobenzo[b]furan-5-yl]-4-oxobutyric acid). RXN SMILES: [C:1]([C:4]1[CH:29]=[CH:28][C:7]([O:8][CH2:9][CH2:10][CH:11]2[O:15][C:14]3[CH:16]=[CH:17][C:18]([C:20](=[O:27])[CH2:21][CH2:22][C:23]([O:25]C)=[O:24])=[CH:19][C:13]=3[CH2:12]2)=[C:6]([CH2:30][CH2:31][CH3:32])[C:5]=1[OH:33])(=[O:3])[CH3:2]>C1COCC1.[OH-].[Na+]>[C:1]([C:4]1[CH:29]=[CH:28][C:7]([O:8][CH2:9][CH2:10][CH:11]2[O:15][C:14]3[CH:16]=[CH:17][C:18]([C:20](=[O:27])[CH2:21][CH2:22][C:23]([OH:25])=[O:24])=[CH:19][C:13]=3[CH2:12]2)=[C:6]([CH2:30][CH2:31][CH3:32])[C:5]=1[OH:33])(=[O:3])[CH3:2] |f:2.3|. Procedure: The compound of Example 4 (275 mg, 0.61 mmoles) was taken up in approximately 5 ml THF to which was added in NaOH (1.3 ml). After 2 hours, the THF was removed in vacuo and the aqueous phase was diluted with two volumes of distilled H2O acidified with concentrated HCl. The title compound was extracted into CHCl3, dried and concentrated to a beige solid, m.p. 156°-158° Starting materials: CCOC(=O)C(C)(c1ccc2cc(OC3CCC(C(C)(C)C)CC3)ccc2n1)[N+](=O)[O-], CC(=O)O, CC#N, [Zn]. The product is CCOC(=O)C(C)(N)c1ccc2cc(OC3CCC(C(C)(C)C)CC3)ccc2n1. As a reaction SMILES: [CH2:1]([CH3:2])[O:3][C:4]([C:5]([CH3:6])([N+:7]([O-:8])=[O:9])[c:10]1[n:11][c:12]2[cH:13][cH:14][c:15]([O:20][CH:21]3[CH2:22][CH2:23][CH:24]([C:27]([CH3:28])([CH3:29])[CH3:30])[CH2:25][CH2:26]3)[cH:16][c:17]2[cH:18][cH:19]1)=[O:31].[CH3:32][C:33](=[O:34])[OH:35].[CH3:36][C:37]#[N:38].[Zn:39]>>[CH2:1]([CH3:2])[O:3][C:4]([C:5]([CH3:6])([NH2:7])[c:10]1[n:11][c:12]2[cH:13][cH:14][c:15]([O:20][CH:21]3[CH2:22][CH2:23][CH:24]([C:27]([CH3:28])([CH3:29])[CH3:30])[CH2:25][CH2:26]3)[cH:16][c:17]2[cH:18][cH:19]1)=[O:31]. Starting materials: C(N)(=O)CC1=C(N=C2N1C=CC=C2)C2=C1C=CC(NC1=C(C=C2)OC)=O (5-{3-carbamoylmethylimidazo-[1,2-a]pyridine-2-yl}-8-methoxycarbostyril), [OH-].[K+] (potassium hydroxide), Cl (hydrochloric acid). The solvent is C(C)O (ethanol), O (water), O (water). Reaction conditions: time 8 hour. Product: O.C(=O)(O)CC1=C(N=C2N1C=CC=C2)C2=C1C=CC(NC1=C(C=C2)OC)=O.C(=O)(O)CC2=C(N=C1N2C=CC=C1)C1=C2C=CC(NC2=C(C=C1)OC)=O (5-{3-carboxymethylimidazo[1,2-a]pyridine-2-yl}-8-methoxycarbostyril hemihydrate). The yield is 82.0%. RXN SMILES: [C:1]([CH2:4][C:5]1[N:9]2[CH:10]=[CH:11][CH:12]=[CH:13][C:8]2=[N:7][C:6]=1[C:14]1[CH:23]=[CH:22][C:21]([O:24][CH3:25])=[C:20]2[C:15]=1[CH:16]=[CH:17][C:18](=[O:26])[NH:19]2)(=[O:3])N.[OH-:27].[K+].Cl>O.C(O)C>[OH2:3].[C:1]([CH2:4][C:5]1[N:9]2[CH:10]=[CH:11][CH:12]=[CH:13][C:8]2=[N:7][C:6]=1[C:14]1[CH:23]=[CH:22][C:21]([O:24][CH3:25])=[C:20]2[C:15]=1[CH:16]=[CH:17][C:18](=[O:26])[NH:19]2)([OH:3])=[O:27].[C:1]([CH2:4][C:5]1[N:9]2[CH:10]=[CH:11][CH:12]=[CH:13][C:8]2=[N:7][C:6]=1[C:14]1[CH:23]=[CH:22][C:21]([O:24][CH3:25])=[C:20]2[C:15]=1[CH:16]=[CH:17][C:18](=[O:26])[NH:19]2)([OH:3])=[O:27] |f:1.2,6.7.8|. Procedure: A mixture of 5-{3-carbamoylmethylimidazo-[1,2-a]pyridine-2-yl}-8-methoxycarbostyril (1.6 g), potassium hydroxide (2.6 g), water (3 ml) and ethanol (9 ml) was refluxed for 1 hour. After completion of reaction, water was added to the reaction mixture, which was then treated with activated carbon and adjusted to pH of about 1 by the addition of concentrated hydrochloric acid followed by allowing to stand overnight. Crystals which precipitated were collected by filtration and recrystallized from dil...